Dataset: the Open Reaction Database (ORD), a public repository of structured organic reaction records. Task: describe an organic reaction: reactants, conditions, products, and yield The product is CC(=O)c1ccc(-c2ccc3c(ccn3Cc3ccccc3)c2)cc1. Reactants: CC(=O)c1ccc(B(O)O)cc1, O=C([O-])[O-], Brc1ccc2c(ccn2Cc2ccccc2)c1, ClCCl, [K+], [K+], C1COCCO1, O. Reaction SMILES: [C:18]([CH3:19])(=[O:20])[c:21]1[cH:22][cH:23][c:24]([B:27]([OH:28])[OH:29])[cH:25][cH:26]1.[C:33](=[O:34])([O-:35])[O-:36].[CH2:1]([c:2]1[cH:3][cH:4][cH:5][cH:6][cH:7]1)[n:8]1[cH:9][cH:10][c:11]2[cH:12][c:13]([Br:17])[cH:14][cH:15][c:16]12.[Cl:30][CH2:31][Cl:32].[K+:37].[K+:38].[O:39]1[CH2:40][CH2:41][O:42][CH2:43][CH2:44]1.[OH2:45]>>[CH2:1]([c:2]1[cH:3][cH:4][cH:5][cH:6][cH:7]1)[n:8]1[cH:9][cH:10][c:11]2[cH:12][c:13](-[c:24]3[cH:23][cH:22][c:21]([C:18]([CH3:19])=[O:20])[cH:26][cH:25]3)[cH:14][cH:15][c:16]12. Conditions: temperature 60 celsius, time 30 minute. Yield: 95.0%. Reaction SMILES: [CH2:1]([O:4][CH2:5][CH:6]([CH2:8][OH:9])[OH:7])[CH:2]=[CH2:3].[OH-].[Na+].[C:12](=O)(OC)[O:13]C>>[CH2:1]([O:4][CH2:5][CH:6]1[CH2:8][O:9][C:12](=[O:13])[O:7]1)[CH:2]=[CH2:3] |f:1.2|. The product is C(C=C)OCC1OC(OC1)=O (4-allyloxymethyl-1,3-dioxolan-2-one). Reactants: C(C=C)OCC(O)CO (1-allylglycerin), [OH-].[Na+] (sodium hydroxide), C(OC)(OC)=O (dimethyl carbonate). Procedure: Into a 500 ml reaction vessel equipped with a Dean-Stark trap, a Dimroth condenser and a magnetic stirrer bar, 133 g (1 mol) of 1-allylglycerin, 300 ml of dimethyl carbonate, and 3 g (0.075 mol) of sodium hydroxide pellet were charged. The mixture was heated to 60° C., stirred for 30 minutes, and the temperature was then raised to 90° C. to remove a mixture of dimethyl carbonate and the methanol out of the reaction system until any distillate has been no longer distilled. The reaction mixture wa... Reaction SMILES: [CH3:1][Si:2]([CH3:8])([CH3:7])[CH2:3][CH2:4][CH2:5]Br.[NH2:9][C:10]1[CH:20]=[CH:19][C:13]([C:14]([O:16][CH2:17][CH3:18])=[O:15])=[CH:12][CH:11]=1>CN(C)P(N(C)C)(N(C)C)=O>[CH3:1][Si:2]([CH3:8])([CH3:7])[CH2:3][CH2:4][CH2:5][NH:9][C:10]1[CH:11]=[CH:12][C:13]([C:14]([O:16][CH2:17][CH3:18])=[O:15])=[CH:19][CH:20]=1. Reactants: C[Si](CCCBr)(C)C (3-(trimethylsilyl)propyl bromide), NC1=CC=C(C(=O)OCC)C=C1 (ethyl 4-aminobenzoate). Reported procedure: A solution of 20 g. 3-(trimethylsilyl)propyl bromide and 33.9 g. ethyl 4-aminobenzoate in 75 ml. hexamethylphosphoramide was stirred at 100° for 18 hr. The cooled reaction was diluted with 100 ml. water, the layers were separated, and the aqueous layer was washed three times 100 ml. portions of methylene chloride. The combined organic solutions were washed with water and brine, dried with anhydrous magnesium sulfate, passed through a pad of hydrous magnesium silicate, and evaporated to 96 g. ora... Yields the product C[Si](CCCNC1=CC=C(C(=O)OCC)C=C1)(C)C (Ethyl 4-[3-(trimethylsilyl)propylamino]benzoate). Solvent: CN(P(=O)(N(C)C)N(C)C)C (hexamethylphosphoramide).